From a dataset of the Open Reaction Database (ORD), a public repository of structured organic reaction records. describe an organic reaction: reactants, conditions, products, and yield Starting materials: ClC(Cl)(OC(OC(Cl)(Cl)Cl)=O)Cl (triphosgene), C(C)(C)(C)OC(=O)N1CC(NCC1)CCO (3-(2-Hydroxy-ethyl)-piperazine-1-carboxylic acid tert-butyl ester). Run in CCN(C(C)C)C(C)C (DIPEA), ClCCl (dichloromethane). Reaction conditions: time 30 minute. The product is C1NCCN2C(OCCC21)=O (hexahydro-pyrazino[1,2-c][1,3]oxazin-6-one), crude product. RXN SMILES: [C:1]([O:5][C:6]([N:8]1[CH2:13][CH2:12][NH:11][CH:10](CCO)[CH2:9]1)=[O:7])([CH3:4])(C)C.ClC(Cl)(OC(=O)OC(Cl)(Cl)Cl)Cl>ClCCl.CCN(C(C)C)C(C)C>[CH2:10]1[CH:9]2[N:8]([C:6](=[O:7])[O:5][CH2:1][CH2:4]2)[CH2:13][CH2:12][NH:11]1. Procedure details: 3-(2-Hydroxy-ethyl)-piperazine-1-carboxylic acid tert-butyl ester (58 mg, 0.25 mmol) was dissolved in 4 mL of dichloromethane and 1 mL of DIPEA, and then triphosgene (27 mg, 0.09 mmol) was added at room temperature. The reaction mixture was stirred for 30 minutes, and the solvent was removed in vacuo. The residue was dissolved in 3 mL of dichloromethane and 1 mL of TFA. After the reaction mixture was stirred for 1 hour, the solvent was removed in vacuo to give hexahydro-pyrazino[1,2-c][1,3]oxazi... Reactants: N1(CCCC1)CC1=CC(=NC=C1)OC\C=C/CN (4-[4-(1-pyrrolidinylmethyl)-2-pyridyloxy]-cis-2-butenylamine), N1N=CC(=C1)C(=O)O (4-pyrazolecarboxylic acid). The product is N1(CCCC1)CC1=CC(=NC=C1)OC\C=C/CNC(=O)C=1C=NNC1 (N-{4-[4-(1-Pyrrolidinylmethyl)-2-pyridyloxy]-cis-2-butenyl}pyrazole-4-carboxamide). Isolated yield 34.0%. Reaction SMILES: [N:1]1([CH2:6][C:7]2[CH:12]=[CH:11][N:10]=[C:9]([O:13][CH2:14]/[CH:15]=[CH:16]\[CH2:17][NH2:18])[CH:8]=2)[CH2:5][CH2:4][CH2:3][CH2:2]1.[NH:19]1[CH:23]=[C:22]([C:24](O)=[O:25])[CH:21]=[N:20]1>>[N:1]1([CH2:6][C:7]2[CH:12]=[CH:11][N:10]=[C:9]([O:13][CH2:14]/[CH:15]=[CH:16]\[CH2:17][NH:18][C:24]([C:22]3[CH:23]=[N:19][NH:20][CH:21]=3)=[O:25])[CH:8]=2)[CH2:5][CH2:4][CH2:3][CH2:2]1. Procedure: Following a procedure similar to that described in Example 13, but using 4-[4-(1-pyrrolidinylmethyl)-2-pyridyloxy]-cis-2-butenylamine and 4-pyrazolecarboxylic acid as starting materials, in relative proportions similar to those used in that Example, the title compound was obtained as a white powder, melting at 57°-61° C., in a 34% yield. The reactants are COC(CCCN(C1=C(C=CC=C1)C(N)=O)C(C1=CC(=CC(=C1)Cl)OCCN(C1=CC=NC=C1)C(=O)OC(C)(C)C)=O)=O (4-[{3-[2-(tert-butoxycarbonyl-pyridin-4-yl-amino)-ethoxy]-5-chloro-benzoyl}-(2-carbamoyl-phenyl)-amino]-butyric acid methyl ester), FC(C(=O)O)(F)F (trifluoroacetic acid). Run in ClCCl (dichloromethane). Conditions: time 1 hour. Product: FC(C(=O)O)(F)F.COC(CCCN(C(C1=CC(=CC(=C1)OCCNC1=CC=NC=C1)Cl)=O)C1=C(C=CC=C1)C(N)=O)=O (4-((2-Carbamoyl-phenyl)-{3-chloro-5-[2-(pyridin-4-ylamino)-ethoxy]-benzoyl}-amino)-butyric acid methyl ester trifluoroacetate). As a reaction SMILES: [CH3:1][O:2][C:3](=[O:43])[CH2:4][CH2:5][CH2:6][N:7]([C:17](=[O:42])[C:18]1[CH:23]=[C:22]([Cl:24])[CH:21]=[C:20]([O:25][CH2:26][CH2:27][N:28](C(OC(C)(C)C)=O)[C:29]2[CH:34]=[CH:33][N:32]=[CH:31][CH:30]=2)[CH:19]=1)[C:8]1[CH:13]=[CH:12][CH:11]=[CH:10][C:9]=1[C:14](=[O:16])[NH2:15].[F:44][C:45]([F:50])([F:49])[C:46]([OH:48])=[O:47]>ClCCl>[F:44][C:45]([F:50])([F:49])[C:46]([OH:48])=[O:47].[CH3:1][O:2][C:3](=[O:43])[CH2:4][CH2:5][CH2:6][N:7]([C:8]1[CH:13]=[CH:12][CH:11]=[CH:10][C:9]=1[C:14](=[O:16])[NH2:15])[C:17](=[O:42])[C:18]1[CH:19]=[C:20]([O:25][CH2:26][CH2:27][NH:28][C:29]2[CH:30]=[CH:31][N:32]=[CH:33][CH:34]=2)[CH:21]=[C:22]([Cl:24])[CH:23]=1 |f:3.4|. Reported procedure: A solution of 4-[{3-[2-(tert-butoxycarbonyl-pyridin-4-yl-amino)-ethoxy]-5-chloro-benzoyl}-(2-carbamoyl-phenyl)-amino]-butyric acid methyl ester (0.031 g) in a mixture of dichloromethane (1 ml) and trifluoroacetic acid (1 ml) was stored at room temperature for 1 h and then concentrated under reduced pressure to give the title compound (0.032 g) as a colourless gum. The reactants are C1CCOC1, CC(C)(C)S(N)=O, CCOC(C)=O, CC[O-], CC[O-], CC[O-], CC[O-], O=Cc1cccnc1S(=O)(=O)c1ccc2cc(-c3ccc(F)cc3)ccc2c1, [Ti+4]. The product is CC(C)(C)S(=O)N=Cc1cccnc1S(=O)(=O)c1ccc2cc(-c3ccc(F)cc3)ccc2c1. Reaction SMILES: [CH2:42]1[O:43][CH2:44][CH2:45][CH2:46]1.[CH3:29][C:30]([CH3:31])([CH3:32])[S:33](=[O:34])[NH2:35].[CH3:36][CH2:37][O:38][C:39](=[O:40])[CH3:41].[CH3:47][CH2:48][O-:49].[CH3:50][CH2:51][O-:52].[CH3:53][CH2:54][O-:55].[CH3:56][CH2:57][O-:58].[F:1][c:2]1[cH:3][cH:4][c:5](-[c:8]2[cH:9][c:10]3[cH:11][cH:12][c:13]([S:18](=[O:19])(=[O:20])[c:21]4[c:22]([CH:23]=[O:24])[cH:25][cH:26][cH:27][n:28]4)[cH:14][c:15]3[cH:16][cH:17]2)[cH:6][cH:7]1.[Ti+4:59]>>[F:1][c:2]1[cH:3][cH:4][c:5](-[c:8]2[cH:9][c:10]3[cH:11][cH:12][c:13]([S:18](=[O:19])(=[O:20])[c:21]4[c:22]([CH:23]=[N:35][S:33]([C:30]([CH3:29])([CH3:31])[CH3:32])=[O:34])[cH:25][cH:26][cH:27][n:28]4)[cH:14][c:15]3[cH:16][cH:17]2)[cH:6][cH:7]1. Reactants: CC([O-])C.[Nd+3].CC([O-])C.CC([O-])C (neodymium (III) isopropoxide), [SiH4] (SiH4), C(C)O[SiH](OCC)OCC (Triethoxysilane), C(CCCCCCCCC)(=O)OCC (ethyl decanoate), [OH-].[Na+] (NaOH). Solvent: C1CCOC1 (THF). Reaction conditions: temperature 60 celsius, time 7 hour. Yields the product C(CCCCCCCCC)O (decanol). Isolated yield 24.0%. Reaction SMILES: CC(C)[O-].[Nd+3].CC(C)[O-].CC(C)[O-].C(O[SiH](OCC)OCC)C.[C:24](OCC)(=[O:34])[CH2:25][CH2:26][CH2:27][CH2:28][CH2:29][CH2:30][CH2:31][CH2:32][CH3:33].[SiH4].[OH-].[Na+]>C1COCC1>[CH2:24]([OH:34])[CH2:25][CH2:26][CH2:27][CH2:28][CH2:29][CH2:30][CH2:31][CH2:32][CH3:33] |f:0.1.2.3,7.8|. Procedure details: A dry Schlenk tube under argon was charged with 48 mg (0.15 mmol) of neodymium (III) isopropoxide. Triethoxysilane (1.4 mL, 7.5 mmol) and ethyl decanoate (696 μL, 3 mmol) were added and the reaction mixture was heated to 60° C. After 7 hours exposure of the reaction mixture to air caused a flame, presumably due to SiH4 gas evolution. After 29 hours, THF (8 mL) and aqueous NaOH (1 N, 15 mL) were added, and the mixture was stirred vigorously for 2.5 hours. The reaction was worked up as in Example ... Reactants: CI (methyl iodide), CC(CC1=CC=CC=C1)C1=NC=CC=C1 (2-(1-methyl-2-phenylethyl)pyridine), C(CCC)[Li].CCCCCC (n-butyllithium hexane), O1C(=CC=C1)CN=C=S (2-furanylmethyl isothiocyanate), O1C(=CC=C1)CN (2-furanylmethylamine), ( ±5 ), ice water. Run in O1CCCC1 (tetrahydrofuran), O1CCCC1 (tetrahydrofuran), C(Cl)(Cl)Cl (chloroform). Reaction conditions: temperature 25 celsius, time 30 minute. Yields the product O1C(=CC=C1)CN=C(C(C1=NC=CC=C1)(CC1=CC=CC=C1)C)SC (N-(2-Furanylmethyl)-α-methyl-α-(phenylmethyl)-2-pyridineethanimidothioic acid, methyl ester). The yield is 89.0%. Reaction SMILES: [CH3:1][CH:2]([C:10]1[CH:15]=[CH:14][CH:13]=[CH:12][N:11]=1)[CH2:3][C:4]1[CH:9]=[CH:8][CH:7]=[CH:6][CH:5]=1.[CH2:16]([Li])CCC.CCCCCC.[O:27]1[CH:31]=[CH:30][CH:29]=[C:28]1[CH2:32][N:33]=[C:34]=[S:35].O1C=CC=C1CN.CI>O1CCCC1.C(Cl)(Cl)Cl>[O:27]1[CH:31]=[CH:30][CH:29]=[C:28]1[CH2:32][N:33]=[C:34]([S:35][CH3:16])[C:2]([CH3:1])([CH2:3][C:4]1[CH:9]=[CH:8][CH:7]=[CH:6][CH:5]=1)[C:10]1[CH:15]=[CH:14][CH:13]=[CH:12][N:11]=1 |f:1.2|. Procedure details: A solution of 2-(1-methyl-2-phenylethyl)pyridine (6.12 g, 31 mmol) in 60 mL of anhydrous tetrahydrofuran under nitrogen at -35° C. was treated (via syringe) with 2.50N n-butyllithium/hexane (30 mmol), and stirred at -25° (±5) C. for 30 minutes. The mixture was transferred via a cannula over a 15-minute period into a cooled (-70° C.) solution of 2-furanylmethyl isothiocyanate (prepared in 89% yield from 2-furanylmethylamine by the procedure of J. C. Joehims and A. Seeliger, Angew. Chem. Int. Ed. ... Reactants: C(#C)C=1C=NN2C1N=C(C=C2C(F)(F)F)C2=CC=C(C=C2)C(F)(F)F (3-ethynyl-7-trifluoromethyl-5-(4-trifluoromethyl-phenyl)-pyrazolo[1,5-a]pyrimidine), C(C)(C)(C)OC(=O)N1CCN(CC1)S(=O)(=O)C=1SC(=CC1)Br (4-(5-Bromo-thiophene-2-sulfonyl)-piperazine-1-carboxylic Acid Tert-butyl Ester), C(=O)(C(F)(F)F)O (TFA). The solvent is ClCCl (dichloromethane). The product is N1(CCNCC1)S(=O)(=O)C1=CC=C(S1)C#CC=1C=NN2C1N=C(C=C2C(F)(F)F)C2=CC=C(C=C2)C(F)(F)F (3-[5-(Piperazine-1-sulfonyl)-thiophen-2-ylethynyl]-7-trifluoromethyl-5-(4-trifluoromethyl-phenyl)-pyrazolo[1,5-a]pyrimidine), solid. Yield: 50.0%. RXN SMILES: [C:1]([C:3]1[CH:4]=[N:5][N:6]2[C:11]([C:12]([F:15])([F:14])[F:13])=[CH:10][C:9]([C:16]3[CH:21]=[CH:20][C:19]([C:22]([F:25])([F:24])[F:23])=[CH:18][CH:17]=3)=[N:8][C:7]=12)#[CH:2].C(OC([N:33]1[CH2:38][CH2:37][N:36]([S:39]([C:42]2[S:43][C:44](Br)=[CH:45][CH:46]=2)(=[O:41])=[O:40])[CH2:35][CH2:34]1)=O)(C)(C)C.C(O)(C(F)(F)F)=O>ClCCl>[N:36]1([S:39]([C:42]2[S:43][C:44]([C:2]#[C:1][C:3]3[CH:4]=[N:5][N:6]4[C:11]([C:12]([F:14])([F:13])[F:15])=[CH:10][C:9]([C:16]5[CH:21]=[CH:20][C:19]([C:22]([F:25])([F:24])[F:23])=[CH:18][CH:17]=5)=[N:8][C:7]=34)=[CH:45][CH:46]=2)(=[O:41])=[O:40])[CH2:35][CH2:34][NH:33][CH2:38][CH2:37]1. Procedure details: The title compound was prepared from 3-ethynyl-7-trifluoromethyl-5-(4-trifluoromethyl-phenyl)-pyrazolo[1,5-a]pyrimidine (example C.1) (178 mg, 0.5 mmol) and 4-(5-bromo-thiophene-2-sulfonyl)-piperazine-1-carboxylic acid tert-butyl ester (example B.52) (206 mg, 0.5 mmol) according to general procedure II and subsequent cleavage of the protecting group with TFA in dichloromethane at 0° C. Obtained as an orange solid (145 mg, 50%). MS (ISP) 586.1 [(M+H)+]; mp 223° C.